This data is from the Open Reaction Database (ORD), a public repository of structured organic reaction records. The task is: describe an organic reaction: reactants, conditions, products, and yield Starting materials: CC(C)([O-])C.[K+] (Potassium tert-butoxide), C(C)(=O)C1=CC=C(C(=C1NC(=O)C=1SC=C(N1)C=C)Cl)OC (N-(6-acetyl-2-chloro-3-methoxyphenyl)-4-vinylthiazole-2-carboxamide). The solvent is C(C)(C)(C)O (tert-butanol), C(C)OCC (diethyl ether). Conditions: temperature 100 celsius. The product is ClC=1C(=CC=C2C(=CC(=NC12)C=1SC=C(N1)C=C)O)OC (8-chloro-7-methoxy-2-(4-vinylthiazol-2-yl)quinolin-4-ol). The yield is 73.0%. RXN SMILES: CC(C)([O-])C.[K+].[C:7]([C:10]1[C:15]([NH:16][C:17]([C:19]2[S:20][CH:21]=[C:22]([CH:24]=[CH2:25])[N:23]=2)=O)=[C:14]([Cl:26])[C:13]([O:27][CH3:28])=[CH:12][CH:11]=1)(=[O:9])[CH3:8]>C(O)(C)(C)C.C(OCC)C>[Cl:26][C:14]1[C:13]([O:27][CH3:28])=[CH:12][CH:11]=[C:10]2[C:15]=1[N:16]=[C:17]([C:19]1[S:20][CH:21]=[C:22]([CH:24]=[CH2:25])[N:23]=1)[CH:8]=[C:7]2[OH:9] |f:0.1|. Reported procedure: Potassium tert-butoxide (2.13 g, 2.2 eq.) was added to a suspension of compound 272 (2.91 g, 1 eq.) in tert-butanol (30 mL). The reaction mixture was heated to 100° C. for 5 hrs. After one night at room temperature, the mixture was diluted with diethyl ether and the precipitate filtered, washed with diethyl ether, and solubilized in water. The pH was adjusted to 6-7 by addition of 1N HCl and the precipitate was filtered, washed with water, and triturated with diethyl ether to yield compound 273 ...